This data is from the Open Reaction Database (ORD), a public repository of structured organic reaction records. The task is: describe an organic reaction: reactants, conditions, products, and yield Reactants: C(C)OC([C@@H](CNC(C1=CC=C(C=C1)C(C1=CC=C(C=C1)C1=CCCCC1)NC(=O)NC1=CC(=CC(=C1)Cl)Cl)=O)O)=O ((R)-3-{4-[1-(4-cyclohex-1-enylphenyl)-3-(3,5-dichlorophenyl)ureidomethyl]-benzoylamino}-2-hydroxypropionic acid ethyl ester), Cl (hydrochloric acid), [OH-].[Na+] (sodium hydroxide). Run in C(C)O (ethanol), C1CCOC1 (THF). Run at time 3 hour. The product is C1(=CCCCC1)C1=CC=C(C=C1)C(C1=CC=C(C(=O)NC[C@H](C(=O)O)O)C=C1)NC(=O)NC1=CC(=CC(=C1)Cl)Cl ((R)-3-{4-[1-(4-Cyclohex-1-enylphenyl)-3-(3,5-dichlorophenyl)ureidomethyl]benzoylamino}-2-hydroxypropionic acid). Isolated yield 75.3%. Reaction SMILES: C([O:3][C:4](=[O:42])[C@H:5]([OH:41])[CH2:6][NH:7][C:8](=[O:40])[C:9]1[CH:14]=[CH:13][C:12]([CH:15]([NH:28][C:29]([NH:31][C:32]2[CH:37]=[C:36]([Cl:38])[CH:35]=[C:34]([Cl:39])[CH:33]=2)=[O:30])[C:16]2[CH:21]=[CH:20][C:19]([C:22]3[CH2:27][CH2:26][CH2:25][CH2:24][CH:23]=3)=[CH:18][CH:17]=2)=[CH:11][CH:10]=1)C.[OH-].[Na+].Cl>C(O)C.C1COCC1>[C:22]1([C:19]2[CH:18]=[CH:17][C:16]([CH:15]([NH:28][C:29]([NH:31][C:32]3[CH:33]=[C:34]([Cl:39])[CH:35]=[C:36]([Cl:38])[CH:37]=3)=[O:30])[C:12]3[CH:13]=[CH:14][C:9]([C:8]([NH:7][CH2:6][C@@H:5]([OH:41])[C:4]([OH:42])=[O:3])=[O:40])=[CH:10][CH:11]=3)=[CH:21][CH:20]=2)[CH2:27][CH2:26][CH2:25][CH2:24][CH:23]=1 |f:1.2|. Procedure: A solution of (R)-3-{4-[1-(4-cyclohex-1-enylphenyl)-3-(3,5-dichlorophenyl)ureidomethyl]-benzoylamino}-2-hydroxypropionic acid ethyl ester (0.60 g, 0.98 mmol) in ethanol (5 mL) and THF (5 mL) was stirred and 4 N sodium hydroxide (0.76 mL, 2.94 mmol) was added. The solution was stirred for 3 hours at room temperature and then acidified with 1 N hydrochloric acid. Evaporation in vacuo afforded an oil, which was partitioned between ethyl acetate, water and brine. The aqueous phase was extracted twic... The reactants are CCC(C)O, Cc1c(Cl)nn2c(N)nnc2c1C, [H-], [Na+], CN(C)C=O. Yields the product CCC(C)Oc1nn2c(N)nnc2c(C)c1C. Reaction SMILES: [CH3:1][CH:2]([CH2:3][CH3:4])[OH:5].[Cl:8][c:9]1[c:10]([CH3:20])[c:11]([CH3:19])[c:12]2[n:13]([n:14]1)[c:15]([NH2:18])[n:16][n:17]2.[H-:6].[Na+:7].[O:21]=[CH:22][N:23]([CH3:24])[CH3:25]>>[CH3:1][CH:2]([CH2:3][CH3:4])[O:5][c:9]1[c:10]([CH3:20])[c:11]([CH3:19])[c:12]2[n:13]([n:14]1)[c:15]([NH2:18])[n:16][n:17]2. The reactants are ClC[C@H]1CC(C2=CC=C(C=C2C1(C)C)C)(C)C ((S)-3-(chloromethyl)-1,1,4,4,6-pentamethyl-1,2,3,4-tetrahydronaphthalene), O.O.O.C(C)(=O)[O-].[Na+] (sodium acetate trihydrate), resultant mixture. The reagents and catalysts are [C].[Pd] (palladium carbon). The solvent is C(C)(C)O (isopropanol). The product is CC1(C[C@@H](C(C2=CC(=CC=C12)C)(C)C)C)C ((S)-1,1,3,4,4,6-hexamethyl-1,2,3,4-tetrahydronaphthalene). Yield: 99.8%. Reaction SMILES: Cl[CH2:2][C@@H:3]1[C:12]([CH3:14])([CH3:13])[C:11]2[C:6](=[CH:7][CH:8]=[C:9]([CH3:15])[CH:10]=2)[C:5]([CH3:17])([CH3:16])[CH2:4]1.O.O.O.C([O-])(=O)C.[Na+]>[C].[Pd].C(O)(C)C>[CH3:16][C:5]1([CH3:17])[C:6]2[C:11](=[CH:10][C:9]([CH3:15])=[CH:8][CH:7]=2)[C:12]([CH3:14])([CH3:13])[C@@H:3]([CH3:2])[CH2:4]1 |f:1.2.3.4.5,6.7|. Procedure details: Into an autoclave, (S)-3-(chloromethyl)-1,1,4,4,6-pentamethyl-1,2,3,4-tetrahydronaphthalene 200 mg; 0.798 mmol), isopropanol (10 ml), sodium acetate trihydrate (120 mg; 0.882 mmol) and 10 % palladium carbon (160 mg) were charged, and the resultant mixture was stirred at 50° C. under a hydrogen pressure of 80 kg/cm2 for 12 hours. After cooling, the reaction mixture was filtered to separate palladium carbon, admixed with water and extracted with n-hexane. The extract was washed with saturated sodi... Procedure: tert-Butyl 4-[3,4-dichloro-2-(chlorosulfonyl)phenoxy]piperidine-1-carboxylate (0.70 g, 1.8 mmol) was dissolved in cyclopropylamine (8 ml) and stirred at room temperature for 30 min. The solution was concentrated in in vacuo and then azeotroped with toluene (4 times). The residue was redissolved in dichloromethane: trifluoroacetic acid/1:1 (20 ml) and stirred at room temperature for 15 min. The solution was concentrated in vacuo, then partitioned between ethyl acetate and saturated aqueous sodium... Reactants: ClC=1C(=C(OC2CCN(CC2)C(=O)OC(C)(C)C)C=CC1Cl)S(=O)(=O)Cl (tert-Butyl 4-[3,4-dichloro-2-(chlorosulfonyl)phenoxy]piperidine-1-carboxylate), C1(CC1)N (cyclopropylamine). Run at time 30 minute. RXN SMILES: [Cl:1][C:2]1[C:3]([S:23](Cl)(=[O:25])=[O:24])=[C:4]([CH:19]=[CH:20][C:21]=1[Cl:22])[O:5][CH:6]1[CH2:11][CH2:10][N:9](C(OC(C)(C)C)=O)[CH2:8][CH2:7]1.[CH:27]1([NH2:30])[CH2:29][CH2:28]1>>[Cl:1][C:2]1[C:21]([Cl:22])=[CH:20][CH:19]=[C:4]([O:5][CH:6]2[CH2:7][CH2:8][NH:9][CH2:10][CH2:11]2)[C:3]=1[S:23]([NH:30][CH:27]1[CH2:29][CH2:28]1)(=[O:24])=[O:25]. Yields the product ClC1=C(C(=CC=C1Cl)OC1CCNCC1)S(=O)(=O)NC1CC1 (2,3-Dichloro-N-cyclopropyl-6-(piperidin-4-yloxy)benzenesulfonamide).